This data is from the Open Reaction Database (ORD), a public repository of structured organic reaction records. The task is: describe an organic reaction: reactants, conditions, products, and yield Reactants: COC([C@H](CCN(C)CCOC)NC(=O)OC(C)(C)C)=O ((S)-2-tert-Butoxycarbonylamino-4-[(2-methoxyethyl)-methylamino]-butyric acid methyl ester), Cl (HCl). The product is Cl.Cl.COC([C@H](CCN(C)CCOC)N)=O ((S)-2-Amino-4-[(2-methoxyethyl)-methylamino]-butyric acid methyl ester dihydrochloride). As a reaction SMILES: [CH3:1][O:2][C:3](=[O:21])[C@@H:4]([NH:13]C(OC(C)(C)C)=O)[CH2:5][CH2:6][N:7]([CH2:9][CH2:10][O:11][CH3:12])[CH3:8].[ClH:22]>>[ClH:22].[ClH:22].[CH3:1][O:2][C:3](=[O:21])[C@@H:4]([NH2:13])[CH2:5][CH2:6][N:7]([CH2:9][CH2:10][O:11][CH3:12])[CH3:8] |f:2.3.4|. Reported procedure: (S)-2-tert-Butoxycarbonylamino-4-[(2-methoxyethyl)-methylamino]-butyric acid methyl ester (0.086 g, 0.28 mmol) was treated with HCl (1 mL of 4M in dioxane) and sonicated. The mixture was concentrated and dried under high vacuum to provide the product.